From a dataset of the Open Reaction Database (ORD), a public repository of structured organic reaction records. describe an organic reaction: reactants, conditions, products, and yield The reactants are C(C1=CC=CC=C1)OC(=O)N1CC(CCC1)C(NC1=NC(=NC(=C1)C1=C(C=CC=C1)OC)C)=O (3-[6-(2-methoxy-phenyl)-2-methyl-pyrimidin-4-ylcarbamoyl]-piperidine-1-carboxylic acid benzyl ester). Reagents/catalysts: [OH-].[OH-].[Pd+2] (Pd(OH)2). Run in CO (methanol), CCOCC (ether). Reaction conditions: time 8 hour. Yields the product COC1=C(C=CC=C1)C1=CC(=NC(=N1)C)NC(=O)C1CNCCC1 (piperidine-3-carboxylic acid [6-(2-methoxy-phenyl)-2-methyl-pyrimidin-4-yl]-amide). The yield is 83.7%. As a reaction SMILES: C(OC([N:11]1[CH2:16][CH2:15][CH2:14][CH:13]([C:17](=[O:34])[NH:18][C:19]2[CH:24]=[C:23]([C:25]3[CH:30]=[CH:29][CH:28]=[CH:27][C:26]=3[O:31][CH3:32])[N:22]=[C:21]([CH3:33])[N:20]=2)[CH2:12]1)=O)C1C=CC=CC=1>CO.CCOCC.[OH-].[OH-].[Pd+2]>[CH3:32][O:31][C:26]1[CH:27]=[CH:28][CH:29]=[CH:30][C:25]=1[C:23]1[N:22]=[C:21]([CH3:33])[N:20]=[C:19]([NH:18][C:17]([CH:13]2[CH2:14][CH2:15][CH2:16][NH:11][CH2:12]2)=[O:34])[CH:24]=1 |f:3.4.5|. Procedure details: 3-[6-(2-Methoxy-phenyl)-2-methyl-pyrimidin-4-ylcarbamoyl]-piperidine-1-carboxylic acid benzyl ester (XXXVII) (0.270 g, 0.586 mmol) was taken in methanol (5 ml) to which 10% Pd(OH)2 (0.125 g) was added and the mixture was stirred overnight under an atmosphere of hydrogen. The reaction was monitored by TLC. After completion, the reaction mixture was filtered through a celite bed and concentrated to get a viscous oil which was stirred in ether to precipitate a white solid. Filtration provided 0.160... Reaction SMILES: [CH2:1]([N:5]1[C:12]([C:13]2[S:14][C:15](Br)=[CH:16][CH:17]=2)=[C:11]2[C:7](=[C:8]([C:24]3[S:25][C:26](Br)=[CH:27][CH:28]=3)[N:9]([CH2:20][CH2:21][CH2:22][CH3:23])[C:10]2=[O:19])[C:6]1=[O:30])[CH2:2][CH2:3][CH3:4].[Cu][C:32]#[N:33].[CH3:34][N:35](C=O)C>>[CH2:1]([N:5]1[C:12]([C:13]2[S:14][C:15]([C:34]#[N:35])=[CH:16][CH:17]=2)=[C:11]2[C:7](=[C:8]([C:24]3[S:25][C:26]([C:32]#[N:33])=[CH:27][CH:28]=3)[N:9]([CH2:20][CH2:21][CH2:22][CH3:23])[C:10]2=[O:19])[C:6]1=[O:30])[CH2:2][CH2:3][CH3:4]. Product: C(CCC)N1C(C2=C(N(C(C2=C1C=1SC(=CC1)C#N)=O)CCCC)C=1SC(=CC1)C#N)=O (2,5-Di-n-butyl-3,6-bis(5-cyano-thiophen-2-yl)pyrrolo[3,4-c]-pyrrole-1,4-dione). Reactants: C(CCC)N1C(C2=C(N(C(C2=C1C=1SC(=CC1)Br)=O)CCCC)C=1SC(=CC1)Br)=O (2,5-Di-n-butyl-3,6-bis(5-bromo-thiophen-2-yl)pyrrolo[3,4-c]-pyrrole-1,4-dione), [Cu]C#N (copper(I)-cyanide), CN(C)C=O (DMF), C(CCC)N1C(C2=C(N(C(C2=C1C=1SC(=CC1)Br)=O)CCCC)C=1SC(=CC1)Br)=O (2,5-di-n-butyl-3,6-bis(5-bromo-thiophen-2-yl)pyrrolo[3,4-c]-pyrrole-1,4-dione). Procedure details: The synthesis of 2,5-di-n-butyl-3,6-bis(5-bromo-thiophen-2-yl)pyrrolo[3,4-c]-pyrrole-1,4-dione is described in Zhou et al., Macromolecules 43 (2010) 821-826. 2,5-Di-n-butyl-3,6-bis(5-bromo-thiophen-2-yl)pyrrolo[3,4-c]-pyrrole-1,4-dione (1.08 g, 1.89 mmol) and copper(I)-cyanide (4.00 g, 44.6 mmol) in dry DMF (15 mL) are heated under argon at 130° C. for 315 min and at 165° C. for 40 min. The solvent is removed under reduced pressure and the crude product continuously extracted from the reaction m...